This data is from the Open Reaction Database (ORD), a public repository of structured organic reaction records. The task is: describe an organic reaction: reactants, conditions, products, and yield Reactants: [Cl-].[NH4+] (ammonium chloride), FC1=C(C=C(C=C1)OC)C=1C(=CC(=CC1)OCC1=CC=C(C=C1)OC)C(=O)OCC (ethyl 2′-fluoro-5′-methoxy-4-((4-methoxybenzyl)oxy)biphenyl-2-carboxylate), C(C)(C)(C)[Li] (tert-butyllithium). Run in C1CCOC1 (THF), CCCCC (pentane). Conditions: temperature -78 celsius, time 30 minute. Product: FC1=C(C=C(C=C1)OC)C1=C(C=C(C=C1)OCC1=CC=C(C=C1)OC)C(C(C)(C)C)=O (1-(2′-fluoro-5′-methoxy-4-((4-methoxybenzyl)oxy)biphenyl-2-yl)-2,2-dimethylpropan-1-one). RXN SMILES: [F:1][C:2]1[CH:7]=[CH:6][C:5]([O:8][CH3:9])=[CH:4][C:3]=1[C:10]1[C:11]([C:26](OCC)=[O:27])=[CH:12][C:13]([O:16][CH2:17][C:18]2[CH:23]=[CH:22][C:21]([O:24][CH3:25])=[CH:20][CH:19]=2)=[CH:14][CH:15]=1.[C:31]([Li])([CH3:34])([CH3:33])[CH3:32].[Cl-].[NH4+]>C1COCC1.CCCCC>[F:1][C:2]1[CH:7]=[CH:6][C:5]([O:8][CH3:9])=[CH:4][C:3]=1[C:10]1[CH:15]=[CH:14][C:13]([O:16][CH2:17][C:18]2[CH:19]=[CH:20][C:21]([O:24][CH3:25])=[CH:22][CH:23]=2)=[CH:12][C:11]=1[C:26](=[O:27])[C:31]([CH3:34])([CH3:33])[CH3:32] |f:2.3|. Reported procedure: Under a nitrogen atmosphere, to a solution of ethyl 2′-fluoro-5′-methoxy-4-((4-methoxybenzyl)oxy)biphenyl-2-carboxylate (524 mg) in THF (10 mL) was added a solution (1.6 M, 1.6 mL) of tert-butyllithium in pentane at −78° C., and the mixture was stirred at −78° C. for 30 min. To the reaction mixture was added saturated aqueous ammonium chloride solution, and the mixture was extracted with ethyl acetate. The extract was washed with saturated brine, and dried over anhydrous sodium sulfate. The solv...